From a dataset of the Open Reaction Database (ORD), a public repository of structured organic reaction records. describe an organic reaction: reactants, conditions, products, and yield Reactants: [N+](=O)([O-])C1=C(C(=CC(=C1)[N+](=O)[O-])C)C (3,5-dinitro-o-xylene), [N+](=O)([O-])C1=C(C(=C(C(=C1)C)C)[N+](=O)[O-])[N+](=O)[O-] (trinitro-o-xylene). Yields the product [N+](=O)([O-])C1(C(C=C(C=C1[N+](=O)[O-])[N+](=O)[O-])C)C (1,4,6-trinitro-o-xylene). Yield: 91.7%. Reaction SMILES: [N+:1]([C:4]1[CH:9]=[C:8]([N+:10]([O-:12])=[O:11])[CH:7]=[C:6]([CH3:13])[C:5]=1[CH3:14])([O-:3])=[O:2].[N+:15](C1C=C(C)C(C)=C([N+]([O-])=O)C=1[N+]([O-])=O)([O-:17])=[O:16]>>[N+:15]([C:5]1([CH3:14])[C:4]([N+:1]([O-:3])=[O:2])=[CH:9][C:8]([N+:10]([O-:12])=[O:11])=[CH:7][CH:6]1[CH3:13])([O-:17])=[O:16]. Procedure details: The first filtrate from the separation of 1,2,6-trinitro-o-xylene was extracted three times with 80 ml portions of methylene chloride. The extracts were combined and the volatiles were evaporated to yield an oily mixture of 3,5-dinitro-o-xylene with both of the trinitro-o-xylene isomers. This oil was crystallized from 12 parts of isopropyl alcohol to afford 27.4 g (91.7% yield) of pure 1,4,6-trinitro-o-xylene having a melting point of 72° C. as given by Crossly et al.